Dataset: the Open Reaction Database (ORD), a public repository of structured organic reaction records. Task: describe an organic reaction: reactants, conditions, products, and yield Reactants: CCCCCC.C(C)(=O)OCC (hexane ethyl acetate), C(CCC)C=1N(C(=C(N1)Cl)COC)CC1=CC=C(C=C1)C1=C(C=CC=C1)CC#N (2-n-Butyl-4-chloro-1-[(2'-(cyanomethyl)biphenyl-4-yl)methyl]-5-(methoxymethyl)imidazole), N1N=NN=C1 (tetrazole). The solvent is C(C)(=O)OCC.C(C)(C)O (ethyl acetate isopropanol). Product: C(CCC)C=1N(C(=C(N1)Cl)COC)CC1=CC=C(C=C1)C1=C(C=CC=C1)CC1=NN=NN1 (2 -n-Butyl-4-chloro-5-methoxymethyl-1-[(2'-((tetrazol-5-yl)methyl)biphenyl-4-yl)methyl]imidazole). RXN SMILES: [CH2:1]([C:5]1[N:6]([CH2:14][C:15]2[CH:20]=[CH:19][C:18]([C:21]3[CH:26]=[CH:25][CH:24]=[CH:23][C:22]=3[CH2:27][C:28]#[N:29])=[CH:17][CH:16]=2)[C:7]([CH2:11][O:12][CH3:13])=[C:8]([Cl:10])[N:9]=1)[CH2:2][CH2:3][CH3:4].[NH:30]1C=N[N:32]=[N:31]1.CCCCCC.C(OCC)(=O)C>C(OCC)(=O)C.C(O)(C)C>[CH2:1]([C:5]1[N:6]([CH2:14][C:15]2[CH:16]=[CH:17][C:18]([C:21]3[CH:26]=[CH:25][CH:24]=[CH:23][C:22]=3[CH2:27][C:28]3[NH:32][N:31]=[N:30][N:29]=3)=[CH:19][CH:20]=2)[C:7]([CH2:11][O:12][CH3:13])=[C:8]([Cl:10])[N:9]=1)[CH2:2][CH2:3][CH3:4] |f:2.3,4.5|. Procedure details: 2-n-Butyl-4-chloro-1-[(2'-(cyanomethyl)biphenyl-4-yl)methyl]-5-(methoxymethyl)imidazole (5.20 g) was converted to the above tetrazole in 2 days using the procedure of Example 90, Part C. Work-up and flash chromatography over silica gel eluting with a gradient solvent system of 1:1 hexane/ethyl acetate to 1:1 ethyl acetate/isopropanol yielded 3.13 g of a light yellow solid; m.p. 149.0°-152.5°. NMR (200 MHz, CDCl3) δ7.37-7.15 (m, 6H); 6.96 (d, 2H, J=9 Hz); 5.18 (s, 2H); 4.30 (s, 2H); 4.24 (s, 2H);... Reactants: O=C(CC[C@H]1[C@H](CN(CC1)C(=O)OC(C)(C)C)CC=O)C1=CC=NC2=CC=C(C=C12)OC ((3R,4R)-4-[3-oxo-3-(6-methoxyquinolin-4-yl)propyl]-1-(tert-butyloxycarbonyl)piperidine-3-acetaldehyde), S(=O)([O-])[O-].[Na+].[Na+] (sodium sulfite), [Mn](=O)(=O)(=O)[O-].[K+] (potassium permanganate). Solvent: CC(=O)C (acetone), O (water), O (water), CC(=O)C (acetone). Run at temperature 10 celsius, time 3 hour. Product: O=C(CC[C@H]1[C@H](CN(CC1)C(=O)OC(C)(C)C)CC(=O)O)C1=CC=NC2=CC=C(C=C12)OC ((3R,4R)-4-[3-oxo-3-(6-methoxyquinolin-4-yl)propyl]-1-(tert-butyloxycarbonyl)piperidine-3-acetic acid). Yield: 59.5%. Reaction SMILES: [Mn]([O-])(=O)(=O)=O.[K+].[O:7]=[C:8]([C:27]1[C:36]2[C:31](=[CH:32][CH:33]=[C:34]([O:37][CH3:38])[CH:35]=2)[N:30]=[CH:29][CH:28]=1)[CH2:9][CH2:10][C@@H:11]1[CH2:16][CH2:15][N:14]([C:17]([O:19][C:20]([CH3:23])([CH3:22])[CH3:21])=[O:18])[CH2:13][C@@H:12]1[CH2:24][CH:25]=[O:26].S([O-])([O-])=[O:40].[Na+].[Na+]>O.CC(C)=O>[O:7]=[C:8]([C:27]1[C:36]2[C:31](=[CH:32][CH:33]=[C:34]([O:37][CH3:38])[CH:35]=2)[N:30]=[CH:29][CH:28]=1)[CH2:9][CH2:10][C@@H:11]1[CH2:16][CH2:15][N:14]([C:17]([O:19][C:20]([CH3:21])([CH3:22])[CH3:23])=[O:18])[CH2:13][C@@H:12]1[CH2:24][C:25]([OH:40])=[O:26] |f:0.1,3.4.5|. Procedure: A solution of 0.85 g of potassium permanganate in 25 cm3 of water and 120 cm3 of acetone was added over approximately 1 hour, with stirring and at a temperature in the region of 25° C., to a solution of 1.2 g of (3R,4R)-4-[3-oxo-3-(6-methoxyquinolin-4-yl)propyl]-1-(tert-butyloxycarbonyl)piperidine-3-acetaldehyde in 60 cm3 of acetone. The mixture was stirred for 3 hours at this same temperature and then cooled to approximately 10° C. A solution of 5 g of sodium sulfite in 200 cm3 of water was add...